This data is from the Open Reaction Database (ORD), a public repository of structured organic reaction records. The task is: describe an organic reaction: reactants, conditions, products, and yield Starting materials: C(C)(C)(C)OC(=O)N1C(C2=C(CC1)C1=C(O2)C=C(C=C1)S(=O)(=O)C1=CC(=CC=C1)F)(C)C (7-(3-Fluoro-benzenesulfonyl)-1,1-dimethyl-3,4-dihydro-1H-benzofuro[2,3-c]pyridine-2-carboxylic acid tert-butyl ester), O1CCOCC1 (dioxane). Solvent: Cl (HCl). Reaction conditions: time 4 hour. Product: FC=1C=C(C=CC1)S(=O)(=O)C1=CC2=C(C3=C(C(NCC3)(C)C)O2)C=C1 (7-(3-Fluoro-benzenesulfonyl)-1,1-dimethyl-1,2,3,4-tetrahydrobenzo[4,5]furo[2,3-c]pyridine). As a reaction SMILES: C(OC([N:8]1[CH2:13][CH2:12][C:11]2[C:14]3[CH:20]=[CH:19][C:18]([S:21]([C:24]4[CH:29]=[CH:28][CH:27]=[C:26]([F:30])[CH:25]=4)(=[O:23])=[O:22])=[CH:17][C:15]=3[O:16][C:10]=2[C:9]1([CH3:32])[CH3:31])=O)(C)(C)C.O1CCOCC1>Cl>[F:30][C:26]1[CH:25]=[C:24]([S:21]([C:18]2[CH:19]=[CH:20][C:14]3[C:11]4[CH2:12][CH2:13][NH:8][C:9]([CH3:32])([CH3:31])[C:10]=4[O:16][C:15]=3[CH:17]=2)(=[O:22])=[O:23])[CH:29]=[CH:28][CH:27]=1. Procedure details: 7-(3-Fluoro-benzenesulfonyl)-1,1-dimethyl-3,4-dihydro-1H-benzofuro[2,3-c]pyridine-2-carboxylic acid tert-butyl ester (0.200 g, 0.435 mmol) in 4M HCl in dioxane (5.0 mL, 57.7 mmol) was stirred at rt. After 4 h, the heterogenous mixture was concentrated and triturated with Et2O. The resulting white precipitate was dried under vacuum at 80° C. for 15 h. mp 110-114° C.; MS m/z 360 [M+H]+. 1H-NMR (400 MHz, CDCl3): δ 1.7 (s, 6H), 3.0 (m, 2H), 3.5 (m, 2H), 7.5 (m, 1H), 7.7 (m, 1H), 7.9 (m, 4H), 8.3 (s,... Reactants: NC=1N(N=C2C=C(C=CC12)C=1C=C(N2N=CN=C(C21)N)C2CCN(CC2)S(=O)(=O)C)CC2=CC=CC=C2 (5-(3-Amino-2-benzyl-2H-indazol-6-yl)-7-(1-methanesulfonyl-piperidin-4-yl)-pyrrolo[2,1-f][1,2,4]triazin-4-ylamine), C(C)(=O)Cl (acetyl chloride). Solvent: ClCCCl (DCE), N1=CC=CC=C1 (pyridine). Run at time 18 hour. The product is NC1=NC=NN2C1=C(C=C2C2CCN(CC2)S(=O)(=O)C)C=2C=CC1=C(N(N=C1C2)CC2=CC=CC=C2)NC(C)=O (N-{6-[4-Amino-7-(1-methanesulfonyl-piperidin-4-yl)-pyrrolo-[2,1-f][1,2,4]tria-zin-5-yl]-2-benzyl-2H-indazol-3-yl}-acetamide). Isolated yield 8.6%. As a reaction SMILES: [NH2:1][C:2]1[N:3]([CH2:31][C:32]2[CH:37]=[CH:36][CH:35]=[CH:34][CH:33]=2)[N:4]=[C:5]2[C:10]=1[CH:9]=[CH:8][C:7]([C:11]1[CH:12]=[C:13]([CH:21]3[CH2:26][CH2:25][N:24]([S:27]([CH3:30])(=[O:29])=[O:28])[CH2:23][CH2:22]3)[N:14]3[C:19]=1[C:18]([NH2:20])=[N:17][CH:16]=[N:15]3)=[CH:6]2.[C:38](Cl)(=[O:40])[CH3:39]>ClCCCl.N1C=CC=CC=1>[NH2:20][C:18]1[C:19]2=[C:11]([C:7]3[CH:8]=[CH:9][C:10]4[C:5]([CH:6]=3)=[N:4][N:3]([CH2:31][C:32]3[CH:37]=[CH:36][CH:35]=[CH:34][CH:33]=3)[C:2]=4[NH:1][C:38](=[O:40])[CH3:39])[CH:12]=[C:13]([CH:21]3[CH2:26][CH2:25][N:24]([S:27]([CH3:30])(=[O:29])=[O:28])[CH2:23][CH2:22]3)[N:14]2[N:15]=[CH:16][N:17]=1. Reported procedure: To a suspension of 5-(3-Amino-2-benzyl-2H-indazol-6-yl)-7-(1-methanesulfonyl-piperidin-4-yl)-pyrrolo[2,1-f][1,2,4]triazin-4-ylamine (150 mg, 0.29 mmol) in DCE (2.9 mL) and pyridine (0.29 mL) was added acetyl chloride (20 μl, 0.38 mmol, 1.3 mmol), and the reaction mixture was stirred at rt under N2 for 18 h. The mixture was partitioned between EtOAc and water. The organic phase was washed with water and brine, dried over Na2SO4, filtered, and concentrated in vacuo. The crude was purified via prep...